From a dataset of the Open Reaction Database (ORD), a public repository of structured organic reaction records. describe an organic reaction: reactants, conditions, products, and yield Starting materials: FC1=CC=C(C=C1)C(CCCCCCCBr)C1=CC=C(C=C1)F (8,8-bis-(4-fluorophenyl)-octyl bromide), [K].C1(=O)OCC2=CC=CC=C12 (phthalide potassium salt), CN(C)C=O (DMF). Yields the product FC1=CC=C(C=C1)C(CCCCCCCN1C(C2=CC=CC=C2C1=O)=O)C1=CC=C(C=C1)F (2-[8,8-bis-(4-fluorophenyl)-octyl]-isoindol-1,3-dione). Reaction SMILES: [F:1][C:2]1[CH:7]=[CH:6][C:5]([CH:8]([C:17]2[CH:22]=[CH:21][C:20]([F:23])=[CH:19][CH:18]=2)[CH2:9][CH2:10][CH2:11][CH2:12][CH2:13][CH2:14][CH2:15]Br)=[CH:4][CH:3]=1.[K].[C:25]1([C:34]2[C:29](=[CH:30][CH:31]=[CH:32][CH:33]=2)[CH2:28][O:27]1)=[O:26].C[N:36](C=O)C>>[F:1][C:2]1[CH:7]=[CH:6][C:5]([CH:8]([C:17]2[CH:22]=[CH:21][C:20]([F:23])=[CH:19][CH:18]=2)[CH2:9][CH2:10][CH2:11][CH2:12][CH2:13][CH2:14][CH2:15][N:36]2[C:25](=[O:26])[C:34]3[C:29](=[CH:30][CH:31]=[CH:32][CH:33]=3)[C:28]2=[O:27])=[CH:4][CH:3]=1 |f:1.2,^1:23|. Procedure details: 9.0 g (23.6 mmol) 8,8-bis-(4-fluorophenyl)-octyl bromide and 4.7 g (25.0 mmol) phthalide potassium salt are stirred in 80 ml DMF for two hours at 70° C. After cooling, the mixture is concentrated and extracted with acetic acid ethyl ester and NaCl solution by shaking. The organic phase is dried over sodium sulfate and the solvent is removed under vacuum. The residue is chromatographically purified over silica gel with petroleum ether/acetic acid ethyl ester (60/1 to 30/1): Yield 8.1 g (77%). Starting materials: C(CCCCCCCCCCCCCCC)(=O)OC(CSCCC(=O)O)COC(CCCCCCCCCCCCCCC)=O (6,7-bis(palmitoyloxy)-4-thiaheptanoic acid), C(C)(C)(C)OC([C@@H](NC(C1=C(C=C(C=C1)N)F)=O)CCC(=O)OC(C)(C)C)=O (4-amino-2-fiuorobenzoylglutamic acid di-t-butyl ester), Example 24. Solvent: N1=CC=CC=C1 (pyridine), P(Cl)(Cl)Cl (phosphorus trichloride), O (water). Reaction conditions: time 2 hour. The product is C(C)(C)(C)OC([C@@H](NC(C1=C(C=C(C=C1)NC(CCSCC(COC(CCCCCCCCCCCCCCC)=O)OC(CCCCCCCCCCCCCCC)=O)=O)F)=O)CCC(=O)OC(C)(C)C)=O (4-(6,7-bis(palmitoyloxy)-4- thiaheptanoyl)amino- 2-fluorobenzoylglutamic acid di-t-butyl ester). The yield is 87.0%. RXN SMILES: [C:1]([O:5][C:6](=[O:28])[C@H:7]([CH2:19][CH2:20][C:21]([O:23][C:24]([CH3:27])([CH3:26])[CH3:25])=[O:22])[NH:8][C:9](=[O:18])[C:10]1[CH:15]=[CH:14][C:13]([NH2:16])=[CH:12][C:11]=1[F:17])([CH3:4])([CH3:3])[CH3:2].[C:29]([O:46][CH:47]([CH2:55][O:56][C:57](=[O:73])[CH2:58][CH2:59][CH2:60][CH2:61][CH2:62][CH2:63][CH2:64][CH2:65][CH2:66][CH2:67][CH2:68][CH2:69][CH2:70][CH2:71][CH3:72])[CH2:48][S:49][CH2:50][CH2:51][C:52](O)=[O:53])(=[O:45])[CH2:30][CH2:31][CH2:32][CH2:33][CH2:34][CH2:35][CH2:36][CH2:37][CH2:38][CH2:39][CH2:40][CH2:41][CH2:42][CH2:43][CH3:44]>N1C=CC=CC=1.P(Cl)(Cl)Cl.O>[C:1]([O:5][C:6](=[O:28])[C@H:7]([CH2:19][CH2:20][C:21]([O:23][C:24]([CH3:27])([CH3:26])[CH3:25])=[O:22])[NH:8][C:9](=[O:18])[C:10]1[CH:15]=[CH:14][C:13]([NH:16][C:52](=[O:53])[CH2:51][CH2:50][S:49][CH2:48][CH:47]([O:46][C:29](=[O:45])[CH2:30][CH2:31][CH2:32][CH2:33][CH2:34][CH2:35][CH2:36][CH2:37][CH2:38][CH2:39][CH2:40][CH2:41][CH2:42][CH2:43][CH3:44])[CH2:55][O:56][C:57](=[O:73])[CH2:58][CH2:59][CH2:60][CH2:61][CH2:62][CH2:63][CH2:64][CH2:65][CH2:66][CH2:67][CH2:68][CH2:69][CH2:70][CH2:71][CH3:72])=[CH:12][C:11]=1[F:17])([CH3:3])([CH3:4])[CH3:2]. Procedure details: To a solution of 4-amino-2-fiuorobenzoylglutamic acid di-t-butyl ester (181 mg) in pyridine (2.3 ml), phosphorus trichloride (0.020 ml) was added, followed by stirring at room temperature for 2 hours. To this mixture, 6,7-bis(palmitoyloxy)-4-thiaheptanoic acid as obtained in Reference Example 24 (150 mg) was added, followed by stirring at room temperature for 24 hours. The reaction mixture was diluted with water, extracted with ethyl acetate. The extract was washed with a 5% aqueous solution of ...